This data is from the Open Reaction Database (ORD), a public repository of structured organic reaction records. The task is: describe an organic reaction: reactants, conditions, products, and yield Starting materials: C([O-])([O-])=O.[K+].[K+] (potassium carbonate), OC=1C=C(C=O)C=CC1 (3-hydroxybenzaldehyde), BrCC(=O)OC (methyl bromoacetate), O (water). Run in CC(=O)C (acetone). Yields the product COC(COC1=CC(=CC=C1)C=O)=O ((3-formylphenoxy)acetic acid methyl ester). The yield is 93.3%. As a reaction SMILES: C(=O)([O-])[O-].[K+].[K+].[OH:7][C:8]1[CH:9]=[C:10]([CH:13]=[CH:14][CH:15]=1)[CH:11]=[O:12].Br[CH2:17][C:18]([O:20][CH3:21])=[O:19].O>CC(C)=O>[CH3:21][O:20][C:18](=[O:19])[CH2:17][O:7][C:8]1[CH:15]=[CH:14][CH:13]=[C:10]([CH:11]=[O:12])[CH:9]=1 |f:0.1.2|. Procedure: Powdered potassium carbonate (5 g) was added to a solution of 3-hydroxybenzaldehyde (3.1 g, 25 mmol) and methyl bromoacetate (4.6 g, 30 mmol) dissolved in acetone (40 mL), and the mixture was stirred under reflux for 4 hours. The reaction mixture was then poured into excess water, extracted with dichloromethane, and evaporated. The resultant yellow oil was distilled on the Kugelrohr (1 mmHg, 150° C.) to give (3-formylphenoxy)acetic acid methyl ester as a colorless oil (4.53 g, 93%).